This data is from the Open Reaction Database (ORD), a public repository of structured organic reaction records. The task is: describe an organic reaction: reactants, conditions, products, and yield Starting materials: C(C)C=1C=CC(=NC1)C(COC1=CC=C(C=O)C=C1)S(=O)(=O)C (4-[2-(5-ethyl-pyridin-2-yl)-2-mesyl-ethoxy]-benzaldehyde), C(C)(=O)O (acetic acid), N1CCCCC1 (piperidine), S1C(NC(C1)=O)=O (thiazolidin-2,4-dione). The solvent is C1(=CC=CC=C1)C (toluene). Run at temperature 125 celsius. The product is C(C)C=1C=CC(=NC1)C(COC1=CC=C(C=C2C(NC(S2)=O)=O)C=C1)S(=O)(=O)C (5-{4-[2-(5-Ethyl-pyridin-2-yl)-2-mesyl-ethoxy]-benzylidene}-2,4-thiazolidine dione). As a reaction SMILES: [CH2:1]([C:3]1[CH:4]=[CH:5][C:6]([CH:9]([S:20]([CH3:23])(=[O:22])=[O:21])[CH2:10][O:11][C:12]2[CH:19]=[CH:18][C:15]([CH:16]=O)=[CH:14][CH:13]=2)=[N:7][CH:8]=1)[CH3:2].[S:24]1[CH2:28][C:27](=[O:29])[NH:26][C:25]1=[O:30].C(O)(=O)C.N1CCCCC1>C1(C)C=CC=CC=1>[CH2:1]([C:3]1[CH:4]=[CH:5][C:6]([CH:9]([S:20]([CH3:23])(=[O:22])=[O:21])[CH2:10][O:11][C:12]2[CH:19]=[CH:18][C:15]([CH:16]=[C:28]3[S:24][C:25](=[O:30])[NH:26][C:27]3=[O:29])=[CH:14][CH:13]=2)=[N:7][CH:8]=1)[CH3:2]. Procedure: To a stirred solution of 0.65 g (0.0018 mol) 4-[2-(5-ethyl-pyridin-2-yl)-2-mesyl-ethoxy]-benzaldehyde dissolved in 10 mL toluene was added 0.211 g (0.0018 mol) thiazolidin-2,4-dione followed by addition of 0.161 g (0.03 mol) acetic acid and 0.228 g (0.03 mol) piperidine. Reaction mixture was refluxed at 120-130° C. for 4 hr. After completion of reaction on TLC, subsequent work-up gave the titled product. Yield of the product was 0.24 g (29%). The product obtained was identical to the product obt... The reactants are CI, CO, [H-], [Na+], Nc1cccc(C2=CCC3(CC2)OCCO3)n1, CN(C)C=O. Yields the product CNc1cccc(C2=CCC3(CC2)OCCO3)n1. As a reaction SMILES: [CH3:20][I:21].[CH3:22][OH:23].[H-:19].[Na+:18].[O:1]1[CH2:2][CH2:3][O:4][C:5]12[CH2:6][CH:7]=[C:8]([c:11]1[cH:12][cH:13][cH:14][c:15]([NH2:17])[n:16]1)[CH2:9][CH2:10]2.[O:24]=[CH:25][N:26]([CH3:27])[CH3:28]>>[O:1]1[CH2:2][CH2:3][O:4][C:5]12[CH2:6][CH:7]=[C:8]([c:11]1[cH:12][cH:13][cH:14][c:15]([NH:17][CH3:20])[n:16]1)[CH2:9][CH2:10]2. Reactants: NC1=C2C=CN=CC2=CC=C1 (5-aminoisoquinoline), ICC (iodoethane), [BH4-].[Na+] (sodium borohydride). The product is NC1=C2CCN(CC2=CC=C1)CC (5-Amino-2-ethyl-1,2,3,4-tetrahydroisoquinoline). As a reaction SMILES: [NH2:1][C:2]1[CH:11]=[CH:10][CH:9]=[C:8]2[C:3]=1[CH:4]=[CH:5][N:6]=[CH:7]2.I[CH2:13][CH3:14].[BH4-].[Na+]>>[NH2:1][C:2]1[CH:11]=[CH:10][CH:9]=[C:8]2[C:3]=1[CH2:4][CH2:5][N:6]([CH2:13][CH3:14])[CH2:7]2 |f:2.3|. Procedure: The title compound was prepared by treatment of 5-aminoisoquinoline with iodoethane followed by reduction with sodium borohydride using procedures analogous to those described in Preparation 1 and Preparation 2. Starting materials: C1COC2(CCC(CC2)=O)O1 (1,4-cyclohexanedione mono-ethylene ketal), C([O-])(O)=O.[Na+] (sodium bicarbonate), FC1=C(C=CC=C1)I (2-fluoro-1-Iodobenzene), C(CCC)[Li] (n-butyllithium). Solvent: C1CCOC1 (THF), C1CCOC1 (THF). Run at temperature -78 celsius, time 10 minute. Yields the product FC1=C(C=CC=C1)C1(CCC2(OCCO2)CC1)O (8-(2-Fluoro-phenyl)-1,4-dioxa-spiro-[4.5]decan-8-ol). Yield: 30.1%. As a reaction SMILES: [F:1][C:2]1[CH:7]=[CH:6][CH:5]=[CH:4][C:3]=1I.C([Li])CCC.[CH2:14]1[O:24][C:17]2([CH2:22][CH2:21][C:20](=[O:23])[CH2:19][CH2:18]2)[O:16][CH2:15]1.C(=O)(O)[O-].[Na+]>C1COCC1>[F:1][C:2]1[CH:7]=[CH:6][CH:5]=[CH:4][C:3]=1[C:20]1([OH:23])[CH2:21][CH2:22][C:17]2([O:24][CH2:14][CH2:15][O:16]2)[CH2:18][CH2:19]1 |f:3.4|. Reported procedure: To a solution of 2-fluoro-1-Iodobenzene (11.1 g, 50.0 mmol) in 50 mL THF, cooled to −78° C. under argon, was added n-butyllithium (20.0 mL 2.5M in hexane, 50.0 mmol). The solution was stirred 10 min. at −78° C., and a solution of 1,4-cyclohexanedione mono-ethylene ketal (7.81 g, 50.0 mmol) in 50 mL THF was added slowly. The solution was warmed to r.t. and stirred for 60 min., then poured onto saturated sodium bicarbonate and extracted with ethylacetate. The combined organic layers were washed wi... Reactants: CC=1C=C(C=C(C1)C)O (3,5-dimethylphenol), S(O)(O)(=O)=O (sulfuric acid), CC1=C(C(O)=CC(=C1)C)O (3,5-dimethylcatechol), CC(=O)C1=CC=CC=C1 (methylphenylketone), OO (hydrogen peroxide). Yields the product CC1=C(O)C(=CC(=C1)O)C (2,6-dimethylhydroquinone). Reaction SMILES: [CH3:1][C:2]1[CH:3]=[C:4]([OH:9])[CH:5]=[C:6]([CH3:8])[CH:7]=1.CC(C1C=CC=CC=1)=[O:12].OO.S(=O)(=O)(O)O.CC1C=C(C)C=C(O)C=1O>>[CH3:8][C:6]1[CH:5]=[C:4]([OH:9])[CH:3]=[C:2]([CH3:1])[C:7]=1[OH:12]. Procedure: In a vessel used in Example 52 were placed 100 g. (819 m. moles) of 3,5-dimethylphenol, 2.64 g. (22.0 m. moles) of methylphenylketone, 1.81 g. (31.9 m. moles) of 60 percent hydrogen peroxide and 0.01 g. of sulfuric acid, and treated at 110° C. for 20 minutes in the same manner as in Example 52. 2.10 g. (15.2 m. moles) of 3,5-dimethylcatechol and 1.04 g. (7.5 m. moles) of 2,6-dimethylhydroquinone were obtained. The yield of the dihydric alkylphenols was 70.9 percent. Reactants: Brc1ncccn1, CC1(C)OB(c2ccc(OCc3ccccc3)c(C(=O)OCc3ccccc3)c2)OC1(C)C, CCOC(C)=O, COCCOC, [Na+], [Na+], O=C([O-])[O-], O, Cl[Pd]Cl, c1ccc(P(c2ccccc2)c2ccccc2)cc1, c1ccc(P(c2ccccc2)c2ccccc2)cc1. Yields the product O=C(OCc1ccccc1)c1cc(-c2ncccn2)ccc1OCc1ccccc1. As a reaction SMILES: [Br:1][c:2]1[n:3][cH:4][cH:5][cH:6][n:7]1.[CH2:14]([c:15]1[cH:16][cH:17][cH:18][cH:19][cH:20]1)[O:21][c:22]1[c:23]([C:24](=[O:25])[O:26][CH2:27][c:28]2[cH:29][cH:30][cH:31][cH:32][cH:33]2)[cH:34][c:35]([B:38]2[O:39][C:40]([CH3:41])([CH3:42])[C:43]([CH3:44])([CH3:45])[O:46]2)[cH:36][cH:37]1.[CH3:88][CH2:89][O:90][C:91](=[O:92])[CH3:93].[CH3:95][O:96][CH2:97][CH2:98][O:99][CH3:100].[Na+:8].[Na+:9].[O-:10][C:11](=[O:12])[O-:13].[OH2:94].[Pd:47]([Cl:48])[Cl:49].[c:50]1([P:51]([c:52]2[cH:53][cH:54][cH:55][cH:56][cH:57]2)[c:58]2[cH:59][cH:60][cH:61][cH:62][cH:63]2)[cH:64][cH:65][cH:66][cH:67][cH:68]1.[c:69]1([P:70]([c:71]2[cH:72][cH:73][cH:74][cH:75][cH:76]2)[c:77]2[cH:78][cH:79][cH:80][cH:81][cH:82]2)[cH:83][cH:84][cH:85][cH:86][cH:87]1>>[c:2]1(-[c:35]2[cH:34][c:23]([C:24](=[O:25])[O:26][CH2:27][c:28]3[cH:29][cH:30][cH:31][cH:32][cH:33]3)[c:22]([O:21][CH2:14][c:15]3[cH:16][cH:17][cH:18][cH:19][cH:20]3)[cH:37][cH:36]2)[n:3][cH:4][cH:5][cH:6][n:7]1.